From a dataset of the Open Reaction Database (ORD), a public repository of structured organic reaction records. describe an organic reaction: reactants, conditions, products, and yield Reactants: ClC=1C=C2[C@@H](CN(CC2=C(C1)Cl)C)C1=C(C=CC=C1)N ((R)-2-(6,8-dichloro-2-methyl-1,2,3,4-tetrahydro-isoquinolin-4-yl)phenylamine), ClC(=O)OCCCl (2-chloroethyl chloroformate). Product: ClC=1C=C2[C@@H](CN(CC2=C(C1)Cl)C)C1=C(C=CC=C1)N1C(OCC1)=O (3-[2-((R)-6,8-Dichloro-2-methyl-1,2,3,4-tetrahydroisoquinolin-4-yl)phenyl]-oxazolidin-2-one). Yield: 108.6%. RXN SMILES: [Cl:1][C:2]1[CH:3]=[C:4]2[C:9](=[C:10]([Cl:12])[CH:11]=1)[CH2:8][N:7]([CH3:13])[CH2:6][C@H:5]2[C:14]1[CH:19]=[CH:18][CH:17]=[CH:16][C:15]=1[NH2:20].Cl[C:22]([O:24][CH2:25][CH2:26]Cl)=[O:23]>>[Cl:1][C:2]1[CH:3]=[C:4]2[C:9](=[C:10]([Cl:12])[CH:11]=1)[CH2:8][N:7]([CH3:13])[CH2:6][C@H:5]2[C:14]1[CH:19]=[CH:18][CH:17]=[CH:16][C:15]=1[N:20]1[CH2:26][CH2:25][O:24][C:22]1=[O:23]. Procedure details: Analogously to example 45a), (R)-2-(6,8-dichloro-2-methyl-1,2,3,4-tetrahydro-isoquinolin-4-yl)phenylamine (300 mg, enantiomer B, preparation as described in WO2004085404) was reacted with 2-chloroethyl chloroformate (140 mg). 400 mg of the desired product were obtained.